From a dataset of the Open Reaction Database (ORD), a public repository of structured organic reaction records. describe an organic reaction: reactants, conditions, products, and yield The reactants are CC1=NC2=C(N1)C=CC=C2 (2-methyl-1H-benzimidazole), TEA, O (water), N1CCOCC1 (morpholine), ClC1=C(C(=O)Cl)C=CC=C1 (2-chlorobenzoic acid chloride), O (water). The solvent is COCCOCCOC (Diglyme), CO (methanol). Run at temperature 100 celsius, time 3 hour. The product is ClC1=C(C=CC=C1)C(C=C1NC2=C(N1)C=CC=C2)=O (1-(2-chlorophenyl)-2-(1,3-dihydro-2H-benzimidazol-2-ylidene)ethanone). The yield is 75.0%. RXN SMILES: [CH3:1][C:2]1[NH:6][C:5]2[CH:7]=[CH:8][CH:9]=[CH:10][C:4]=2[N:3]=1.[Cl:11][C:12]1[CH:20]=[CH:19][CH:18]=[CH:17][C:13]=1[C:14](Cl)=[O:15].O.N1CCOCC1>COCCOCCOC.CO>[Cl:11][C:12]1[CH:20]=[CH:19][CH:18]=[CH:17][C:13]=1[C:14](=[O:15])[CH:1]=[C:2]1[NH:6][C:5]2[CH:7]=[CH:8][CH:9]=[CH:10][C:4]=2[NH:3]1. Reported procedure: A 4.0 g portion of 2-methyl-1H-benzimidazole and 13.9 ml of TEA were dissolved in 40 ml of Diglyme, and 17.5 g of 2-chlorobenzoic acid chloride was added dropwise thereto. The reaction mixture was stirred at 100° C. for 3 hours. After cooling to room temperature, the reaction mixture was mixed with water, extracted with chloroform, dried with anhydrous sodium sulfate and then concentrated, thereby obtaining an orange oily substance. This was dissolved in 60 ml of methanol, mixed with 7.9 ml of m... The reactants are O=C(Nc1ncnc2c1ncn2C1CC(O)C(CO)O1)c1ccccc1, C1CCOC1, ClCCl, O=C1NC(=O)c2ccccc21, CC(C)OC(=O)N=NC(=O)OC(C)C, c1ccc(P(c2ccccc2)c2ccccc2)cc1. Product: O=C(Nc1ncnc2c1ncn2C1CC(O)C(CN2C(=O)c3ccccc3C2=O)O1)c1ccccc1. RXN SMILES: [C:31]([c:32]1[cH:33][cH:34][cH:35][cH:36][cH:37]1)(=[O:38])[NH:39][c:40]1[c:41]2[n:42][cH:43][n:44]([CH:45]3[CH2:46][CH:47]([OH:48])[CH:49]([CH2:50][OH:51])[O:52]3)[c:53]2[n:54][cH:55][n:56]1.[CH2:71]1[O:72][CH2:73][CH2:74][CH2:75]1.[Cl:76][CH2:77][Cl:78].[O:20]=[C:21]1[NH:22][C:23](=[O:24])[c:25]2[cH:26][cH:27][cH:28][cH:29][c:30]21.[O:57]=[C:58]([O:59][CH:60]([CH3:61])[CH3:62])[N:63]=[N:64][C:65]([O:66][CH:67]([CH3:68])[CH3:69])=[O:70].[c:1]1([P:2]([c:3]2[cH:4][cH:5][cH:6][cH:7][cH:8]2)[c:9]2[cH:10][cH:11][cH:12][cH:13][cH:14]2)[cH:15][cH:16][cH:17][cH:18][cH:19]1>>[O:20]=[C:21]1[N:22]([CH2:50][CH:49]2[CH:47]([OH:48])[CH2:46][CH:45]([n:44]3[cH:43][n:42][c:41]4[c:40]([NH:39][C:31]([c:32]5[cH:33][cH:34][cH:35][cH:36][cH:37]5)=[O:38])[n:56][cH:55][n:54][c:53]43)[O:52]2)[C:23](=[O:24])[c:25]2[cH:26][cH:27][cH:28][cH:29][c:30]21.